This data is from the Open Reaction Database (ORD), a public repository of structured organic reaction records. The task is: describe an organic reaction: reactants, conditions, products, and yield The reactants are CC=1N=CN(C1)C1=C(C#N)C=C(C=C1)[N+](=O)[O-] (2-(4-methyl-imidazol-1-yl)-5-nitro-benzonitrile), C[N+](=C)C.[I-] (Eschenmoser's salt). Run in CN(C)C=O (DMF). The product is CN(C)CC1=C(N=CN1C1=C(C#N)C=C(C=C1)[N+](=O)[O-])C (2-(5-Dimethylaminomethyl-4-methyl-imidazol-1-yl)-5-nitro-benzonitrile). Yield: 35.0%. As a reaction SMILES: [CH3:1][C:2]1[N:3]=[CH:4][N:5]([C:7]2[CH:14]=[CH:13][C:12]([N+:15]([O-:17])=[O:16])=[CH:11][C:8]=2[C:9]#[N:10])[CH:6]=1.[CH3:18][N+:19]([CH3:21])=[CH2:20].[I-]>CN(C=O)C>[CH3:18][N:19]([CH2:21][C:6]1[N:5]([C:7]2[CH:14]=[CH:13][C:12]([N+:15]([O-:17])=[O:16])=[CH:11][C:8]=2[C:9]#[N:10])[CH:4]=[N:3][C:2]=1[CH3:1])[CH3:20] |f:1.2|. Reported procedure: In analogy to example 5b, 2-(4-methyl-imidazol-1-yl)-5-nitro-benzonitrile (+regioisomer) was reacted with Eschenmoser's salt in DMF for 16 h at 90° C. Evaporation of the solvent, aqueous workup and chromatography afforded the title compound as a yellow oil that was sufficiently pure to be used in the next step (yield: 35%). MS: m/e=286.1 [M+H]+.